This data is from the Open Reaction Database (ORD), a public repository of structured organic reaction records. The task is: describe an organic reaction: reactants, conditions, products, and yield Starting materials: O (water), ClC=1C=C(C(=NC1)[N+](=O)[O-])O (5-Chloro-2-nitro-pyridine-3-ol), BrCCOC (1-Bromo-2-methoxy-ethane), [H-].[Na+] (NaH). Solvent: CN(C)C=O (DMF). Run at time 45 minute. Product: ClC=1C=C(C(=NC1)[N+](=O)[O-])OCCOC (5-Chloro-3-(2-methoxy-1-ethoxy)-2-nitro-pyridine). Isolated yield 60.0%. Reaction SMILES: [Cl:1][C:2]1[CH:3]=[C:4]([OH:11])[C:5]([N+:8]([O-:10])=[O:9])=[N:6][CH:7]=1.[H-].[Na+].Br[CH2:15][CH2:16][O:17][CH3:18].O>CN(C=O)C>[Cl:1][C:2]1[CH:3]=[C:4]([O:11][CH2:15][CH2:16][O:17][CH3:18])[C:5]([N+:8]([O-:10])=[O:9])=[N:6][CH:7]=1 |f:1.2|. Procedure: 5-Chloro-2-nitro-pyridine-3-ol (1.15 mmol) is dissolved in DMF (2 ml) and NaH (1.4 eq., 60% suspension in liquid paraffin) is added and the suspension is stirred 45 min at room temperature. 1-Bromo-2-methoxy-ethane (1 eq.) is added and the reaction suspension is heated to 100° C. for 24 hours. The reaction solution is pored into water and extracted with dichloromethane. The combined organic layers are washed with brine, dried over MgSO4 and the solvent is removed in vacuo. 5-Chloro-3-(2-methoxy-... Starting materials: CC1CCC(C(=O)O)CC1, COC(=O)c1sc(-c2ccccc2)cc1NC1CCC2(CC1)OCCO2, CCOC(C)=O, O=C1CCC(=O)N1Cl, ClCCCl, [Na+], O=C([O-])O, c1ccc(P(c2ccccc2)c2ccccc2)cc1. Yields the product COC(=O)c1sc(-c2ccccc2)cc1N(C(=O)C1CCC(C)CC1)C1CCC2(CC1)OCCO2. As a reaction SMILES: [CH3:1][CH:2]1[CH2:3][CH2:4][CH:5]([C:8](=[O:9])[OH:10])[CH2:6][CH2:7]1.[CH3:38][O:39][C:40](=[O:41])[c:42]1[s:43][c:44](-[c:58]2[cH:59][cH:60][cH:61][cH:62][cH:63]2)[cH:45][c:46]1[NH:47][CH:48]1[CH2:49][CH2:50][C:51]2([O:52][CH2:53][CH2:54][O:55]2)[CH2:56][CH2:57]1.[CH3:73][CH2:74][O:75][C:76](=[O:77])[CH3:78].[Cl:30][N:31]1[C:32](=[O:33])[CH2:34][CH2:35][C:36]1=[O:37].[Cl:69][CH2:70][CH2:71][Cl:72].[Na+:68].[O-:64][C:65]([OH:66])=[O:67].[c:11]1([P:12]([c:13]2[cH:14][cH:15][cH:16][cH:17][cH:18]2)[c:19]2[cH:20][cH:21][cH:22][cH:23][cH:24]2)[cH:25][cH:26][cH:27][cH:28][cH:29]1>>[CH3:1][CH:2]1[CH2:3][CH2:4][CH:5]([C:8](=[O:10])[N:47]([c:46]2[c:42]([C:40]([O:39][CH3:38])=[O:41])[s:43][c:44](-[c:58]3[cH:59][cH:60][cH:61][cH:62][cH:63]3)[cH:45]2)[CH:48]2[CH2:49][CH2:50][C:51]3([O:52][CH2:53][CH2:54][O:55]3)[CH2:56][CH2:57]2)[CH2:6][CH2:7]1.